This data is from the Open Reaction Database (ORD), a public repository of structured organic reaction records. The task is: describe an organic reaction: reactants, conditions, products, and yield The reactants are NC=1SC=C(C1C#N)C(C)(C)C (2-amino-3-cyano-4-tert.-butyl-thiophene), C(=O)(Cl)Cl (phosgene), C(=O)(Cl)Cl (phosgene), C[C@@H]1CC[C@@]2([C@H]([C@H]3[C@@H](O2)C[C@@H]4[C@@]3(CC[C@H]5[C@H]4CC=C6[C@@]5(CC[C@@H](C6)O)C)C)C)OC1 (nitrogen in), C(=O)(Cl)Cl (phosgene). Run in ClC1=CC=CC=C1 (chlorobenzene), ClC1=CC=CC=C1 (chlorobenzene). Product: C(#N)C1=C(SC=C1C(C)(C)C)N=C=O (3-cyano-4-tert.-butyl-thien-2-yl isocyanate). Isolated yield 60.1%. Reaction SMILES: [NH2:1][C:2]1[S:3][CH:4]=[C:5]([C:9]([CH3:12])([CH3:11])[CH3:10])[C:6]=1[C:7]#[N:8].[C:13](Cl)(Cl)=[O:14].C[C@H]1CO[C@@]2(O[C@H]3C[C@H]4[C@@H]5CC=C6C[C@@H](O)CC[C@]6(C)[C@H]5CC[C@]4(C)[C@H]3[C@@H]2C)CC1>ClC1C=CC=CC=1>[C:7]([C:6]1[C:5]([C:9]([CH3:12])([CH3:11])[CH3:10])=[CH:4][S:3][C:2]=1[N:1]=[C:13]=[O:14])#[N:8]. Procedure: A solution of 90 g (0.5 mole) of 2-amino-3-cyano-4-tert.-butyl-thiophene in 300 ml of chlorobenzene was added dropwise to a solution of 150 g of phosgene in 1.5 liters of chlorobenzene at 0°-5° C. Thereafter, the mixture was slowly heated to the boil, while passing further phosgene in, and excess phosgene was then driven off by passing dry nitrogen in. For working up, the solvent was stripped off under reduced pressure and the residue was distilled. 62 g of 3-cyano-4-tert.-butyl-thien-2-yl isocy... Starting materials: C(CCC)N1C(C(C(C1)C(=O)OC)=O)=O (1-n-Butyl-4-carbomethoxy-2,3-dioxopyrrolidine), C1(=CC=CC=C1)NN (Phenylhydrazine), Cl (hydrochloric acid), C(C)(=O)[O-].[Na+] (Sodium acetate). Run in O (water), C(C)O (ethanol). Yields the product C(CCC)N1C(C=2NC=3C=CC=CC3C2C1)=O (2-n-butyl-1,4-dihydropyrrolo[3,4-b]indol-3(2H)-one). As a reaction SMILES: [CH2:1]([N:5]1[CH2:9][CH:8]([C:10](OC)=O)[C:7](=O)[C:6]1=[O:15])[CH2:2][CH2:3][CH3:4].Cl.C([O-])(=O)C.[Na+].[C:22]1([NH:28]N)C=[CH:26][CH:25]=[CH:24][CH:23]=1>O.C(O)C>[CH2:1]([N:5]1[CH2:9][C:8]2[C:10]3[CH:26]=[CH:25][CH:24]=[CH:23][C:22]=3[NH:28][C:7]=2[C:6]1=[O:15])[CH2:2][CH2:3][CH3:4] |f:2.3|. Procedure: 1-n-Butyl-4-carbomethoxy-2,3-dioxopyrrolidine, 107 g., [Southwick and Owellen, J. Org. Chem. 25(1960)1133]is heated to boiling in a mixture of 600 ml. of a twenty percent aqueous hydrochloric acid solution and about 100 ml. of ninty-five percent ethanol. Solids dissolved in about ten minutes to give a yellow solution. After one hour of heating, the flask is cooled to about room temperature. Sodium acetate is then added to neutralize the reaction mixture to a pH of 4-5. In addition about 500 ml. ... Reactants: O[C@H](C)[C@@H]1[C@@H]2N(C(=C(C2)C2=NN(C(=C2)C)C2=CC=CC=C2)C(=O)OCC2=CC=C(C=C2)[N+](=O)[O-])C1=O (p-Nitrobenzyl (5R,6S)-6[(1R)-1-hydroxyethyl]-2-(5-methyl-1-phenylpyrazol-3-yl)carbapen-2-em-3-carboxylate), C(O)([O-])=O.[Na+] (sodium hydrogen carbonate). The reagents and catalysts are [Pd] (Pd-C). The solvent is O1CCCC1 (tetrahydrofuran), O (water). Reaction conditions: time 7.5 minute. The product is O[C@H](C)[C@@H]1[C@@H]2N(C(=C(C2)C2=NN(C(=C2)C)C2=CC=CC=C2)C(=O)[O-])C1=O.[Na+] (sodium (5R,6S)-6[(1R)-1-hydroxyethyl]-2-(5-methyl-1-phenylpyrazol-3-yl)carbapen-2-em-3-carboxylate). The yield is 85.3%. As a reaction SMILES: [OH:1][C@@H:2]([C@H:4]1[C:35](=[O:36])[N:6]2[C:7]([C:22]([O:24]CC3C=CC([N+]([O-])=O)=CC=3)=[O:23])=[C:8]([C:10]3[CH:14]=[C:13]([CH3:15])[N:12]([C:16]4[CH:21]=[CH:20][CH:19]=[CH:18][CH:17]=4)[N:11]=3)[CH2:9][C@H:5]12)[CH3:3].C(=O)([O-])O.[Na+:41]>O1CCCC1.O.[Pd]>[OH:1][C@@H:2]([C@H:4]1[C:35](=[O:36])[N:6]2[C:7]([C:22]([O-:24])=[O:23])=[C:8]([C:10]3[CH:14]=[C:13]([CH3:15])[N:12]([C:16]4[CH:21]=[CH:20][CH:19]=[CH:18][CH:17]=4)[N:11]=3)[CH2:9][C@H:5]12)[CH3:3].[Na+:41] |f:1.2,6.7|. Reported procedure: p-Nitrobenzyl (5R,6S)-6[(1R)-1-hydroxyethyl]-2-(5-methyl-1-phenylpyrazol-3-yl)carbapen-2-em-3-carboxylate (122 mg) in tetrahydrofuran (THF) (10 ml) and water (10 ml) was treated with sodium hydrogen carbonate (42 mg) (10 ml) and 3% Pd-C catalyst (50 mg) and the mixture was hydrogenareal at atmospheric pressure for 5-10 min. The mixture was filtered through Kieselguhr, washing the filter cake with water and ethyl acetate. Combined filtrate and washings were reduced in volume using a rotary evapor... Starting materials: N1(C=NC=2C=NC=3C=CC=CC3C21)C(CO)CC (2-(1H-imidazo[4,5-c]quinolin-1-yl)-1-butanol), BrCC1=CC=C(C=C1)C#N (α-bromo-p-tolunitrile), [OH-].[Na+] (sodium hydroxide). Reagents/catalysts: [Cl-].C(C1=CC=CC=C1)[N+](C)(C)C (benzyltrimethylammonium chloride). The solvent is ClCCl (dichloromethane), ClCCl (dichloromethane), O (water). Product: N1(C=NC=2C=NC=3C=CC=CC3C21)C(COCC2=CC=C(C#N)C=C2)CC (4-{[2-(1H-imidazo[4,5-c]quinolin-1-yl)butoxy]methyl}benzonitrile). Yield: 60.2%. RXN SMILES: [N:1]1([CH:14]([CH2:17][CH3:18])[CH2:15][OH:16])[C:13]2[C:12]3[CH:11]=[CH:10][CH:9]=[CH:8][C:7]=3[N:6]=[CH:5][C:4]=2[N:3]=[CH:2]1.Br[CH2:20][C:21]1[CH:26]=[CH:25][C:24]([C:27]#[N:28])=[CH:23][CH:22]=1.[OH-].[Na+]>[Cl-].C([N+](C)(C)C)C1C=CC=CC=1.ClCCl.O>[N:1]1([CH:14]([CH2:17][CH3:18])[CH2:15][O:16][CH2:20][C:21]2[CH:26]=[CH:25][C:24]([C:27]#[N:28])=[CH:23][CH:22]=2)[C:13]2[C:12]3[CH:11]=[CH:10][CH:9]=[CH:8][C:7]=3[N:6]=[CH:5][C:4]=2[N:3]=[CH:2]1 |f:2.3,4.5|. Reported procedure: 2-(1H-imidazo[4,5-c]quinolin-1-yl)-1-butanol (3.0 g, 12.4 mmol) was added to a stirring mixture of α-bromo-p-tolunitrile (3.0 g, 15.3 mmol), sodium hydroxide (40 ml, 50%), dichloromethane (40 ml), and benzyltrimethylammonium chloride (0.02 g, 0.11 mmol). The reaction was maintained for 72 hours and then diluted with dichloromethane (100 ml) and water (100 ml). The phases were separated and the aqueous phase was extracted with additional dichloromethane (100 ml). The organic fractions were combin... Starting materials: C=CC[SiH](Cl)Cl, CC(C)O, C=C[Si](C)(C)Cl. Yields the product C=CC[Si](Cl)(Cl)CC[Si](C)(C)Cl. As a reaction SMILES: [CH2:7]([CH:8]=[CH2:9])[SiH:10]([Cl:11])[Cl:12].[CH:13]([OH:14])([CH3:15])[CH3:16].[CH:1](=[CH2:2])[Si:3]([Cl:4])([CH3:5])[CH3:6]>>[CH2:1]([CH2:2][Si:10]([CH2:7][CH:8]=[CH2:9])([Cl:11])[Cl:12])[Si:3]([Cl:4])([CH3:5])[CH3:6]. The reactants are O=C1CCC(=O)N1Br, ClC(Cl)(Cl)Cl, O=C1OCc2ccc(Cl)cc21, N#CCCCN=NCCCC#N. Product: O=C1OC(Br)c2ccc(Cl)cc21. Reaction SMILES: [Br:12][N:13]1[C:14](=[O:15])[CH2:16][CH2:17][C:18]1=[O:19].[C:32]([Cl:33])([Cl:34])([Cl:35])[Cl:36].[Cl:1][c:2]1[cH:3][cH:4][c:5]2[c:10]([cH:11]1)[C:8](=[O:9])[O:7][CH2:6]2.[N:20]([CH2:21][CH2:22][CH2:23][C:24]#[N:25])=[N:26][CH2:27][CH2:28][CH2:29][C:30]#[N:31]>>[Cl:1][c:2]1[cH:3][cH:4][c:5]2[c:10]([cH:11]1)[C:8](=[O:9])[O:7][CH:6]2[Br:12]. As a reaction SMILES: [Br:1][CH2:2][CH2:3][CH2:4][O:5][CH2:6][CH3:7].[CH2:20]1[O:21][CH2:22][CH2:23][CH2:24]1.[CH:10]([CH3:11])([CH3:12])[SiH:13]([Cl:14])[CH:15]([CH3:16])[CH3:17].[Cl-:18].[I:9].[Mg:8].[NH4+:19]>>[CH2:2]([CH2:3][CH2:4][O:5][CH2:6][CH3:7])[SiH:13]([CH:10]([CH3:11])[CH3:12])[CH:15]([CH3:16])[CH3:17]. Product: CCOCCC[SiH](C(C)C)C(C)C. Starting materials: CCOCCCBr, C1CCOC1, CC(C)[SiH](Cl)C(C)C, [Cl-], I, [Mg], [NH4+].